describe an organic reaction: reactants, conditions, products, and yield From a dataset of the Open Reaction Database (ORD), a public repository of structured organic reaction records. Starting materials: CC(=O)O, COc1cc(SC)c(C)cc1O, [Na+], [OH-], OO. The product is COc1cc(S(C)=O)c(C)cc1O. RXN SMILES: [CH3:17][C:18](=[O:19])[OH:20].[CH3:3][O:4][c:5]1[c:6]([OH:14])[cH:7][c:8]([CH3:13])[c:9]([S:11][CH3:12])[cH:10]1.[Na+:16].[OH-:15].[OH:1][OH:2]>>[O:1]=[S:11]([c:9]1[c:8]([CH3:13])[cH:7][c:6]([OH:14])[c:5]([O:4][CH3:3])[cH:10]1)[CH3:12].